Dataset: the Open Reaction Database (ORD), a public repository of structured organic reaction records. Task: describe an organic reaction: reactants, conditions, products, and yield Reactants: CC(Cl)OC(=O)Cl, ClCCCl, O=C(c1ccco1)N(c1cnccn1)C1CCN(Cc2ccccc2)CC1. Yields the product O=C(c1ccco1)N(c1cnccn1)C1CCNCC1. As a reaction SMILES: [Cl:1][C:2]([O:3][CH:4]([Cl:5])[CH3:6])=[O:7].[Cl:35][CH2:36][CH2:37][Cl:38].[n:8]1[c:9]([N:14]([C:15](=[O:16])[c:17]2[o:18][cH:19][cH:20][cH:21]2)[CH:22]2[CH2:23][CH2:24][N:25]([CH2:28][c:29]3[cH:30][cH:31][cH:32][cH:33][cH:34]3)[CH2:26][CH2:27]2)[cH:10][n:11][cH:12][cH:13]1>>[n:8]1[c:9]([N:14]([C:15](=[O:16])[c:17]2[o:18][cH:19][cH:20][cH:21]2)[CH:22]2[CH2:23][CH2:24][NH:25][CH2:26][CH2:27]2)[cH:10][n:11][cH:12][cH:13]1. The reactants are C(C)OC(=O)C(C(=O)N1[C@H](C(=O)O)CCC1)C (1-(2-Ethoxycarbonylpropanoyl)-L-proline). The solvent is [OH-].[Na+] (sodium hydroxide), CO (methanol). Reaction conditions: time 6 hour. The product is C(=O)(O)C(C(=O)N1[C@H](C(=O)O)CCC1)C (1-(2-carboxypropanoyl)-L-proline). RXN SMILES: C([O:3][C:4]([CH:6]([CH3:17])[C:7]([N:9]1[CH2:16][CH2:15][CH2:14][C@H:10]1[C:11]([OH:13])=[O:12])=[O:8])=[O:5])C>[OH-].[Na+].CO>[C:4]([CH:6]([CH3:17])[C:7]([N:9]1[CH2:16][CH2:15][CH2:14][C@H:10]1[C:11]([OH:13])=[O:12])=[O:8])([OH:5])=[O:3] |f:1.2|. Procedure: 1-(2-Ethoxycarbonylpropanoyl)-L-proline (4.1 g.) is dissolved in a mixture of N sodium hydroxide (51 ml.) and methanol (51 ml.). The solution is kept at room temperature for 6 hours and then concentrated to half volume in vacuo. Ion exchange resin (Dowex 50) (50 ml.) is added and the suspension applied to a column of 150 ml. of the same resin. The fractions containing the desired material (carboxyl reagent positive) are pooled and freeze dried to obtain to obtain 1-(2-carboxypropanoyl)-L-proline... Reactants: resultant mixture, [H-].[Na+] (NaH), OC1=CS(OC2=C1C=CC=C2C2=CC=CC=C2)(=O)=O (4-hydroxy-8-phenyl-1,2-benzoxathiin-2,2-dioxide), C1(=CC=CC=C1)N=C=O (Phenylisocyanate), ice H2O, Cl (HCl). Solvent: CN(C)C=O (DMF). The product is OC1=C(SOC2=C1C=CC=C2C2=CC=CC=C2)C(=O)NC2=CC=CC=C2 (4-Hydroxy-8-phenyl-1,2-benzoxathiin-3-carboxanilide). Isolated yield 101.3%. Reaction SMILES: [C:1]1([N:7]=[C:8]=[O:9])[CH:6]=[CH:5][CH:4]=[CH:3][CH:2]=1.[H-].[Na+].[OH:12][C:13]1[C:18]2[CH:19]=[CH:20][CH:21]=[C:22]([C:23]3[CH:28]=[CH:27][CH:26]=[CH:25][CH:24]=3)[C:17]=2[O:16][S:15](=O)(=O)[CH:14]=1.Cl>CN(C=O)C>[OH:12][C:13]1[C:18]2[CH:19]=[CH:20][CH:21]=[C:22]([C:23]3[CH:24]=[CH:25][CH:26]=[CH:27][CH:28]=3)[C:17]=2[O:16][S:15][C:14]=1[C:8]([NH:7][C:1]1[CH:6]=[CH:5][CH:4]=[CH:3][CH:2]=1)=[O:9] |f:1.2|. Reported procedure: Phenylisocyanate (20.5 mmol) was added to a cooled DMF solution (25 ml) containing 20.5 mmol of NaH and 5.0 g (18.3 mmol) of 4-hydroxy-8-phenyl-1,2-benzoxathiin-2,2-dioxide. The resultant mixture was heated at 75° for 2.5 hours. The mixture was cooled, poured into ice-H2O (100 ml) and acidified with HCl. The resultant precipitate was collected by filtration and gave 6.70 g (93.3%) of the expected product, mp. 175°. The crude product was purified by recrystallization from 2-PrOH/hexane to give th... RXN SMILES: [CH3:25][OH:26].[Cl:19][CH:20]([Cl:21])[CH3:22].[Cl:1][c:2]1[cH:3][c:4]([CH2:5][CH2:6][C:7](=[S:8])[OH:9])[cH:10][cH:11][c:12]1[Cl:13].[NH2:23][OH:24].[S:14](=[O:15])(=[O:16])([OH:17])[OH:18]>>[Cl:1][c:2]1[cH:3][c:4]([CH2:5][CH2:6][C:7](=[S:8])[NH:23][OH:24])[cH:10][cH:11][c:12]1[Cl:13]. Product: ONC(=S)CCc1ccc(Cl)c(Cl)c1. Starting materials: CO, CC(Cl)Cl, OC(=S)CCc1ccc(Cl)c(Cl)c1, NO, O=S(=O)(O)O. The reactants are CN(C1=CC=C(C=C1)NC1=C(C=NC2=CC=C(C=C12)[N+](=O)[O-])C#N)C (4-(4-dimethylaminophenylamino)-6-nitroquinoline-3-carbonitrile), NN (hydrazine), Example 388 155179. Reagents/catalysts: [Pd] (Pd/C). Product: NC=1C=C2C(=C(C=NC2=CC1)C#N)NC1=CC=C(C=C1)N(C)C (6-Amino-4-(4-dimethylaminophenylamino)quinoline-3-carbonitrile). As a reaction SMILES: [CH3:1][N:2]([CH3:25])[C:3]1[CH:8]=[CH:7][C:6]([NH:9][C:10]2[C:19]3[C:14](=[CH:15][CH:16]=[C:17]([N+:20]([O-])=O)[CH:18]=3)[N:13]=[CH:12][C:11]=2[C:23]#[N:24])=[CH:5][CH:4]=1.NN>[Pd]>[NH2:20][C:17]1[CH:18]=[C:19]2[C:14](=[CH:15][CH:16]=1)[N:13]=[CH:12][C:11]([C:23]#[N:24])=[C:10]2[NH:9][C:6]1[CH:7]=[CH:8][C:3]([N:2]([CH3:25])[CH3:1])=[CH:4][CH:5]=1. Reported procedure: Prepared from 4-(4-dimethylaminophenylamino)-6-nitroquinoline-3-carbonitrile (5.00 g), 1.20 g of anhyd hydrazine and 0.500 g of 10% Pd/C in the same manner as Example 388 155179. After washing first with MeOH (discarded), the product was eluted with DMF. The latter solvent was collected separately, evaporated and the residue was dried in vacuo (50° C.). The yield of 6-amino-4-(4-dimethylaminophenylamino)quinoline-3-carbonitrile was 4.00 g as a yellow solid: mass spectrum (electrospray, m/e): M+H...